Dataset: the Open Reaction Database (ORD), a public repository of structured organic reaction records. Task: describe an organic reaction: reactants, conditions, products, and yield Starting materials: [BH3-]C#N, NC1CCCCN(C(Cc2ccc(O)cc2)C(=O)O)C1=O, [Na+], O=C(O)C(=O)CCc1ccccc1. The product is O=C(O)C(CCc1ccccc1)NC1CCCCN(C(Cc2ccc(O)cc2)C(=O)O)C1=O. RXN SMILES: [C:35]([BH3-:36])#[N:37].[NH2:1][CH:2]1[C:3](=[O:21])[N:4]([CH:9]([CH2:10][c:11]2[cH:12][cH:13][c:14]([OH:17])[cH:15][cH:16]2)[C:18](=[O:19])[OH:20])[CH2:5][CH2:6][CH2:7][CH2:8]1.[Na+:38].[O:22]=[C:23]([C:24](=[O:25])[OH:26])[CH2:27][CH2:28][c:29]1[cH:30][cH:31][cH:32][cH:33][cH:34]1>>[NH:1]([CH:2]1[C:3](=[O:21])[N:4]([CH:9]([CH2:10][c:11]2[cH:12][cH:13][c:14]([OH:17])[cH:15][cH:16]2)[C:18](=[O:19])[OH:20])[CH2:5][CH2:6][CH2:7][CH2:8]1)[CH:23]([C:24](=[O:25])[OH:26])[CH2:27][CH2:28][c:29]1[cH:30][cH:31][cH:32][cH:33][cH:34]1. Starting materials: Cl.C1(CC1)COC1=C(C=C(C=C1)C)C=1C2=C(N=C(N1)C)C(=C(N2)C)C(=O)NC2CCNCC2 (4-[2-(cyclopropylmethoxy)-5-methylphenyl]-2,6-dimethyl-N-(piperidin-4-yl)-5H-pyrrolo[3,2-d]pyrimidine-7-carboxamide hydrochloride), C(CC)(=O)Cl (propionyl chloride). Product: C1(CC1)COC1=C(C=C(C=C1)C)C=1C2=C(N=C(N1)C)C(=C(N2)C)C(=O)NC2CCN(CC2)C(CC)=O (4-[2-(Cyclopropylmethoxy)-5-methylphenyl]-2,6-dimethyl-N-(1-propanoylpiperidin-4-yl)-5H-pyrrolo[3,2-d]pyrimidine-7-carboxamide). Reaction SMILES: Cl.[CH:2]1([CH2:5][O:6][C:7]2[CH:12]=[CH:11][C:10]([CH3:13])=[CH:9][C:8]=2[C:14]2[C:15]3[NH:23][C:22]([CH3:24])=[C:21]([C:25]([NH:27][CH:28]4[CH2:33][CH2:32][NH:31][CH2:30][CH2:29]4)=[O:26])[C:16]=3[N:17]=[C:18]([CH3:20])[N:19]=2)[CH2:4][CH2:3]1.[C:34](Cl)(=[O:37])[CH2:35][CH3:36]>>[CH:2]1([CH2:5][O:6][C:7]2[CH:12]=[CH:11][C:10]([CH3:13])=[CH:9][C:8]=2[C:14]2[C:15]3[NH:23][C:22]([CH3:24])=[C:21]([C:25]([NH:27][CH:28]4[CH2:29][CH2:30][N:31]([C:34](=[O:37])[CH2:35][CH3:36])[CH2:32][CH2:33]4)=[O:26])[C:16]=3[N:17]=[C:18]([CH3:20])[N:19]=2)[CH2:3][CH2:4]1 |f:0.1|. Procedure details: Starting from 4-[2-(cyclopropylmethoxy)-5-methylphenyl]-2,6-dimethyl-N-(piperidin-4-yl)-5H-pyrrolo[3,2-d]pyrimidine-7-carboxamide hydrochloride (example D.f57) and commercially available propionyl chloride the title compound is obtained as colorless solid.